This data is from the Open Reaction Database (ORD), a public repository of structured organic reaction records. The task is: describe an organic reaction: reactants, conditions, products, and yield Reactants: Cl (HCl), FC=1C=C(C(=CC1)N)N (4-Fluorobenzene-1,2-diamine), C(OCC)(=S)[S-].[K+] (potassium O-ethyl carbonodithioate), O (water). RXN SMILES: [F:1][C:2]1[CH:3]=[C:4](N)[C:5]([NH2:8])=[CH:6][CH:7]=1.[C:10]([S-:15])(=[S:14])OCC.[K+].O.Cl>CN(C=O)C>[F:1][C:2]1[CH:7]=[CH:6][C:5]2[N:8]=[C:10]([SH:15])[S:14][C:4]=2[CH:3]=1 |f:1.2|. Product: FC1=CC2=C(N=C(S2)S)C=C1 (6-fluorobenzo[d]thiazole-2-thiol). Run in CN(C)C=O (DMF). Procedure details: 4-Fluorobenzene-1,2-diamine (10.0 g, 0.077 mol) and potassium O-ethyl carbonodithioate (37.1 g, 0.234 mol) were dissolved in dry DMF (150 mL) under nitrogen and heated to 95° C. for 12 h. The reaction was cooled to RT and 200 mL water was added followed by addition of 5N HCl to get precipitates. After stirring for 1 h, the precipitates were collected by filtration, washed with water and dried under vacuum for 2 h. The crude compound was then washed with chloroform and dried to give 6-fluorobenzo... Run at temperature 95 celsius, time 1 hour. RXN SMILES: [N+:1]([C:4]1[CH:5]=[C:6]([CH:22]=[CH:23][C:24]=1[N+:25]([O-])=O)[NH:7][C:8](=[O:21])[C:9]1[CH:14]=[CH:13][C:12]([N:15]2[CH2:20][CH2:19][O:18][CH2:17][CH2:16]2)=[CH:11][CH:10]=1)([O-])=O.[CH3:28][N:29]1[CH2:34][CH2:33][N:32]([C:35]2[CH:42]=[CH:41][C:38]([CH:39]=O)=[CH:37][CH:36]=2)[CH2:31][CH2:30]1>>[CH3:28][N:29]1[CH2:34][CH2:33][N:32]([C:35]2[CH:42]=[CH:41][C:38]([C:39]3[NH:25][C:24]4[CH:23]=[CH:22][C:6]([NH:7][C:8](=[O:21])[C:9]5[CH:14]=[CH:13][C:12]([N:15]6[CH2:20][CH2:19][O:18][CH2:17][CH2:16]6)=[CH:11][CH:10]=5)=[CH:5][C:4]=4[N:1]=3)=[CH:37][CH:36]=2)[CH2:31][CH2:30]1. Starting materials: [N+](=O)([O-])C=1C=C(NC(C2=CC=C(C=C2)N2CCOCC2)=O)C=CC1[N+](=O)[O-] (3,4-dinitro-N-(4-morpholinobenzoyl)aniline), CN1CCN(CC1)C1=CC=C(C=O)C=C1 (4-(4-methylpiperazino)benzaldehyde). Yields the product CN1CCN(CC1)C1=CC=C(C=C1)C1=NC2=C(N1)C=CC(=C2)NC(C2=CC=C(C=C2)N2CCOCC2)=O (N-(2-(4-(4-Methylpiperazino)phenyl)-1H-benzimidazol-5-yl)-4-morpholinobenzamide). Procedure details: Compound 423 was prepared according to the procedure similar to that described in Scheme III from 3,4-dinitro-N-(4-morpholinobenzoyl)aniline and 4-(4-methylpiperazino)benzaldehyde. [M+H]+ calcd for C29H32N6O2: 497.26; found: 496.98. Reactants: CCO, CC(Cl)CCl, Cl, O=[N+]([O-])c1ccccc1O, C1CCN(C2CCNCC2)C1, CN(C)C=O, O=C(O)Cc1ccc(-c2ccccc2)cc1. Product: Cl, O=C(Cc1ccc(-c2ccccc2)cc1)N1CCC(N2CCCC2)CC1. As a reaction SMILES: [CH3:49][CH2:50][OH:51].[Cl:39][CH2:40][CH:41]([Cl:42])[CH3:43].[ClH:38].[N+:1]([c:2]1[cH:3][cH:4][cH:5][cH:6][c:7]1[OH:8])([O-:9])=[O:10].[N:27]1([CH:32]2[CH2:33][CH2:34][NH:35][CH2:36][CH2:37]2)[CH2:28][CH2:29][CH2:30][CH2:31]1.[O:44]=[CH:45][N:46]([CH3:47])[CH3:48].[c:11]1(-[c:21]2[cH:22][cH:23][cH:24][cH:25][cH:26]2)[cH:12][cH:13][c:14]([CH2:17][C:18](=[O:19])[OH:20])[cH:15][cH:16]1>>[ClH:38].[c:11]1(-[c:21]2[cH:22][cH:23][cH:24][cH:25][cH:26]2)[cH:12][cH:13][c:14]([CH2:17][C:18](=[O:20])[N:35]2[CH2:34][CH2:33][CH:32]([N:27]3[CH2:28][CH2:29][CH2:30][CH2:31]3)[CH2:37][CH2:36]2)[cH:15][cH:16]1. Reactants: [Cl-].[Cl-].[Cl-].[Al+3] (aluminum trichloride), C(=O)(O)CCC1=C(C=CC=C1)Cl (1-(2-carboxyethyl)-2-chlorobenzene), S(=O)(Cl)Cl (thionyl chloride), ice water, S(=O)(Cl)Cl (thionyl chloride). The solvent is CCCCCCC (heptane). Reaction conditions: temperature 80 celsius, time 1 hour. Product: ClC1=C2CCC(C2=CC=C1)=O (4-chloroindanone). Isolated yield 96.2%. Reaction SMILES: [C:1]([CH2:4][CH2:5][C:6]1[CH:11]=[CH:10][CH:9]=[CH:8][C:7]=1[Cl:12])([OH:3])=O.S(Cl)(Cl)=O.[Cl-].[Cl-].[Cl-].[Al+3]>CCCCCCC>[Cl:12][C:7]1[CH:8]=[CH:9][CH:10]=[C:11]2[C:6]=1[CH2:5][CH2:4][C:1]2=[O:3] |f:2.3.4.5|. Procedure: 33.5 g (181 mmol) of the 1-(2-carboxyethyl)-2-chlorobenzene and 83.4 ml of thionyl chloride are placed in a reaction vessel and stirred at 80° C. for one hour. The excess thionyl chloride is subsequently taken off and the residue is admixed with 200 ml of heptane. The reaction mixture is stirred for 30 minutes and the solvent is subsequently removed in an oil pump vacuum. The residue is taken up in 536 ml of methylene chloride and, while cooling in ice, 48.4 g (363 mmol) of aluminum trichloride ... Starting materials: COC(=O)C(N)CC(C)C, COc1cc(SC)ccc1C(=O)O. Product: COC(=O)C(CC(C)C)NC(=O)c1ccc(SC)cc1OC. RXN SMILES: [CH3:14][O:15][C:16]([CH:17]([NH2:18])[CH2:19][CH:20]([CH3:21])[CH3:22])=[O:23].[CH3:1][O:2][c:3]1[c:4]([C:5](=[O:6])[OH:7])[cH:8][cH:9][c:10]([S:12][CH3:13])[cH:11]1>>[CH3:1][O:2][c:3]1[c:4]([C:5](=[O:7])[NH:18][CH:17]([C:16]([O:15][CH3:14])=[O:23])[CH2:19][CH:20]([CH3:21])[CH3:22])[cH:8][cH:9][c:10]([S:12][CH3:13])[cH:11]1. The reactants are COC(=O)C1CN(CCCl)CCC1NC(=O)OCc1ccccc1, O=c1ccc2c(F)cc(F)cc2[nH]1, CC(C)(C)OC(=O)NC1CCN(CCn2c(=O)ccc3ccc(F)c(F)c32)CC1, [H-], [Na+]. Product: COC(=O)C1CN(CCn2c(=O)ccc3c(F)cc(F)cc32)CCC1NC(=O)OCc1ccccc1. As a reaction SMILES: [CH2:16]([c:17]1[cH:18][cH:19][cH:20][cH:21][cH:22]1)[O:23][C:24](=[O:25])[NH:26][CH:27]1[CH:28]([C:36](=[O:37])[O:38][CH3:39])[CH2:29][N:30]([CH2:33][CH2:34][Cl:35])[CH2:31][CH2:32]1.[F:1][c:2]1[c:3]2[cH:4][cH:5][c:6](=[O:13])[nH:7][c:8]2[cH:9][c:10]([F:12])[cH:11]1.[F:40][c:41]1[c:42]([F:43])[c:44]2[c:45]([cH:46][cH:47][c:48](=[O:49])[n:50]2[CH2:51][CH2:52][N:53]2[CH2:54][CH2:55][CH:56]([NH:57][C:58](=[O:59])[O:60][C:61]([CH3:62])([CH3:63])[CH3:64])[CH2:65][CH2:66]2)[cH:67][cH:68]1.[H-:14].[Na+:15]>>[F:1][c:2]1[c:3]2[cH:4][cH:5][c:6](=[O:13])[n:7]([CH2:34][CH2:33][N:30]3[CH2:29][CH:28]([C:36](=[O:37])[O:38][CH3:39])[CH:27]([NH:26][C:24]([O:23][CH2:16][c:17]4[cH:18][cH:19][cH:20][cH:21][cH:22]4)=[O:25])[CH2:32][CH2:31]3)[c:8]2[cH:9][c:10]([F:12])[cH:11]1.